This data is from the Open Reaction Database (ORD), a public repository of structured organic reaction records. The task is: describe an organic reaction: reactants, conditions, products, and yield Reactants: COC(=O)C1(OC2=C(C1)C=C(C=C2)O)C (5-Hydroxy-2-methyl-2,3-dihydro-benzofuran-2-carboxylic acid methyl ester), C1(=CC=CC=C1)O (phenol), ICCCOC1=C(C=C(C=C1)CC(C)(C)C)CCC (1-(3-iodo-propoxy)-4-(2,2-dimethyl-propyl)-2-propyl-benzene). The product is CC(CC1=CC(=C(OCCCOC=2C=CC3=C(CC(O3)(C(=O)O)C)C2)C=C1)CCC)(C)C (5-{3-[4-(2,2-Dimethyl-propyl)-2-propyl-phenoxy]-propoxy}-2-methyl-2,3-dihydro-benzofuran-2-carboxylic acid). Reaction SMILES: C[O:2][C:3]([C:5]1([CH3:15])[CH2:9][C:8]2[CH:10]=[C:11]([OH:14])[CH:12]=[CH:13][C:7]=2[O:6]1)=[O:4].C1(O)C=CC=CC=1.I[CH2:24][CH2:25][CH2:26][O:27][C:28]1[CH:33]=[CH:32][C:31]([CH2:34][C:35]([CH3:38])([CH3:37])[CH3:36])=[CH:30][C:29]=1[CH2:39][CH2:40][CH3:41]>>[CH3:37][C:35]([CH3:36])([CH3:38])[CH2:34][C:31]1[CH:32]=[CH:33][C:28]([O:27][CH2:26][CH2:25][CH2:24][O:14][C:11]2[CH:12]=[CH:13][C:7]3[O:6][C:5]([CH3:15])([C:3]([OH:2])=[O:4])[CH2:9][C:8]=3[CH:10]=2)=[C:29]([CH2:39][CH2:40][CH3:41])[CH:30]=1. Reported procedure: The title compound was prepared following the general procedure described in Example 1, Step 4, employing the intermediate prepared in Example 1, Step 1 as the phenol and the iodide prepared in Step 2. Starting materials: FC1=C(C=CC=C1)C1SCCCS1 (2-(2-fluorophenyl)-1,3-dithiane), [Li]CCCC (n-BuLi), CCOC(=O)C.CCCCCC (AcOEt hexane), C(C)(C)NC=1SC2=C(N1)C=CC(=C2)C=O (2-(isopropylamino)benzo[d]thiazole-6-carbaldehyde). The solvent is C1CCOC1 (THF), C1CCOC1 (THF). Reaction conditions: time 2.5 hour. Product: FC1=C(C=CC=C1)C1(SCCCS1)C(O)C1=CC2=C(N=C(S2)NC(C)C)C=C1 ((2-(2-Fluorophenyl)-1,3-dithian-2-yl)(2-(isopropylamino)benzo [d]thiazol-6-yl)methanol). The yield is 74.0%. As a reaction SMILES: [F:1][C:2]1[CH:7]=[CH:6][CH:5]=[CH:4][C:3]=1[CH:8]1[S:13][CH2:12][CH2:11][CH2:10][S:9]1.[Li]CCCC.[CH:19]([NH:22][C:23]1[S:24][C:25]2[CH:31]=[C:30]([CH:32]=[O:33])[CH:29]=[CH:28][C:26]=2[N:27]=1)([CH3:21])[CH3:20].CCOC(C)=O.CCCCCC>C1COCC1>[F:1][C:2]1[CH:7]=[CH:6][CH:5]=[CH:4][C:3]=1[C:8]1([CH:32]([C:30]2[CH:29]=[CH:28][C:26]3[N:27]=[C:23]([NH:22][CH:19]([CH3:20])[CH3:21])[S:24][C:25]=3[CH:31]=2)[OH:33])[S:9][CH2:10][CH2:11][CH2:12][S:13]1 |f:3.4|. Procedure details: To a solution of 2-(2-fluorophenyl)-1,3-dithiane (0.820 g, 3.83 mmol) in THF (25 mL) was added n-BuLi (1.6 M in hexane, 2.3 mL, 3.68 mmol) at −10° C. over 10 min. The resulting solution was stirred at −10° C. for 30 min before a solution of 2-(isopropylamino)benzo[d]thiazole-6-carbaldehyde (0.385 g, 1.75 mmol) in THF (5 mL) was added. The mixture was stirred at between −10° C. and 5° C. for 2.5 hr, and then quenched with saturated NH4Cl solution (25 mL). This was extracted with AcOEt (3×20 mL). ... Reactants: CCOC(=O)CBr, O=C([O-])[O-], CN(C)C=O, [K+], [K+], O=C(OCC1CCc2c(O)cccc2C1)N(c1ccccc1)c1ccccc1. The product is CCOC(=O)COc1cccc2c1CCC(COC(=O)N(c1ccccc1)c1ccccc1)C2. RXN SMILES: [Br:29][CH2:30][C:31](=[O:32])[O:33][CH2:34][CH3:35].[C:36](=[O:37])([O-:38])[O-:39].[CH3:42][N:43]([CH3:44])[CH:45]=[O:46].[K+:40].[K+:41].[c:1]1([N:7]([C:8]([O:9][CH2:10][CH:11]2[CH2:12][c:13]3[cH:14][cH:15][cH:16][c:17]([OH:21])[c:18]3[CH2:19][CH2:20]2)=[O:22])[c:23]2[cH:24][cH:25][cH:26][cH:27][cH:28]2)[cH:2][cH:3][cH:4][cH:5][cH:6]1>>[c:1]1([N:7]([C:8]([O:9][CH2:10][CH:11]2[CH2:12][c:13]3[cH:14][cH:15][cH:16][c:17]([O:21][CH2:30][C:31](=[O:32])[O:33][CH2:34][CH3:35])[c:18]3[CH2:19][CH2:20]2)=[O:22])[c:23]2[cH:24][cH:25][cH:26][cH:27][cH:28]2)[cH:2][cH:3][cH:4][cH:5][cH:6]1. Reactants: C(#N)C1=C(C=C(C(=O)OC)C(=O)C(OC)OC)C=CC=C1 (methyl 2-(2-cyanobenzylidene)-4,4-dimethoxyacetoacetate), N\C(=C/C(=O)OC(C)C)\C (isopropyl 3-aminocrotonate). Run in C(C)(=O)OCC (ethyl acetate). Conditions: temperature 120 celsius, time 8 hour. Yields the product isopropyl ester, C(#N)C1=C(C=CC=C1)C1C(=C(NC(=C1C(=O)OC)C(OC)OC)C)C(=O)O (4-(2-cyanophenyl)-5-methoxycarbonyl-6-dimethoxymethyl-2-methyl-1,4-dihydropyridine-3-carboxylic acid). The yield is 68.9%. RXN SMILES: [C:1]([C:3]1[CH:21]=[CH:20][CH:19]=[CH:18][C:4]=1[CH:5]=[C:6]([C:11]([CH:13]([O:16][CH3:17])[O:14][CH3:15])=O)[C:7]([O:9][CH3:10])=[O:8])#[N:2].[NH2:22]/[C:23](/[CH3:31])=[CH:24]\[C:25]([O:27]C(C)C)=[O:26]>C(OCC)(=O)C>[C:1]([C:3]1[CH:21]=[CH:20][CH:19]=[CH:18][C:4]=1[CH:5]1[C:6]([C:7]([O:9][CH3:10])=[O:8])=[C:11]([CH:13]([O:16][CH3:17])[O:14][CH3:15])[NH:22][C:23]([CH3:31])=[C:24]1[C:25]([OH:27])=[O:26])#[N:2]. Procedure details: A mixture of methyl 2-(2-cyanobenzylidene)-4,4-dimethoxyacetoacetate (10.1 g) and isopropyl 3-aminocrotonate (5.51 g) was heated for 40 minutes at 78° C. for 5.5 hours at 120° C. with stirring, followed by heating for an hour at 125° C. without the stirring. After the reaction mixture was allowed to stand overnight, it was dissolved in ethyl acetate. This solution was washed twice with water, dried and then evaporated to dryness under reduced pressure to give a residue, which was crystallized fr... Reactants: COC(=O)C1=CC(=NC=C1)C=1N=CN(C1Br)C (2-(5-bromo-1-methyl-1H-imidazol-4-yl)pyridine-4-carboxylic acid methyl ester), C1(CC1)COC1=C(C=CC(=C1)F)B(O)O (2-(cyclopropylmethoxy)-4-fluorophenylboronic acid). Yields the product C1(CC1)COC1=C(C=CC(=C1)F)C1=C(N=CN1C)C1=NC=CC(=C1)C(=O)O (2-[5-[2-(cyclopropylmethoxy)-4-fluorophenyl]-1-methylimidazol-4-yl]pyridine-4-carboxylic acid). Isolated yield 10.0%. Reaction SMILES: C[O:2][C:3]([C:5]1[CH:10]=[CH:9][N:8]=[C:7]([C:11]2[N:12]=[CH:13][N:14]([CH3:17])[C:15]=2Br)[CH:6]=1)=[O:4].[CH:18]1([CH2:21][O:22][C:23]2[CH:28]=[C:27]([F:29])[CH:26]=[CH:25][C:24]=2B(O)O)[CH2:20][CH2:19]1>>[CH:18]1([CH2:21][O:22][C:23]2[CH:28]=[C:27]([F:29])[CH:26]=[CH:25][C:24]=2[C:15]2[N:14]([CH3:17])[CH:13]=[N:12][C:11]=2[C:7]2[CH:6]=[C:5]([C:3]([OH:2])=[O:4])[CH:10]=[CH:9][N:8]=2)[CH2:19][CH2:20]1. Reported procedure: The title compound was prepared in 10% yield from 2-(5-bromo-1-methyl-1H-imidazol-4-yl)pyridine-4-carboxylic acid methyl ester and 2-(cyclopropylmethoxy)-4-fluorophenylboronic acid according to the procedure for the preparation of Example 3, part A followed by hydrolysis. 1H NMR (400 MHz, DMSO-d6): δ 0.10 (2H, m), 0.32-0.39 (2H, m), 0.88-0.93 (1H, m), 3.44 (3H, s), 3.69 (1H, m), 3.81 (1H, m), 6.80 (1H, td, J=2.4 and 8.4 Hz), 6.96 (1H, dd, J=2.4 and 11.6 Hz), 7.27 (1H, t, J=7.7 Hz), 7.45 (1H, dd,... The reactants are CN(C)C=O, ClCc1ccccc1, ClCCl, [H-], [Na+], CC(C)c1ccc(CO)c(=O)c(O)c1. Yields the product CC(C)c1ccc(CO)c(=O)c(OCc2ccccc2)c1. RXN SMILES: [CH3:25][N:26]([CH3:27])[CH:28]=[O:29].[Cl:17][CH2:18][c:19]1[cH:20][cH:21][cH:22][cH:23][cH:24]1.[Cl:30][CH2:31][Cl:32].[H-:15].[Na+:16].[OH:1][c:2]1[c:3](=[O:14])[c:4]([CH2:12][OH:13])[cH:5][cH:6][c:7]([CH:9]([CH3:10])[CH3:11])[cH:8]1>>[O:1]([c:2]1[c:3](=[O:14])[c:4]([CH2:12][OH:13])[cH:5][cH:6][c:7]([CH:9]([CH3:10])[CH3:11])[cH:8]1)[CH2:18][c:19]1[cH:20][cH:21][cH:22][cH:23][cH:24]1. Reactants: CC1=NC=C(C=C1)C=O (2-methyl-5-formylpyridine), COC=1C(=NC=CC1)CCCCNC=1NC=CC(N1)=O (2-[[4-(3-Methoxy-2-pyridyl)butyl]amino]-4-(1H)-pyrimidinone), [OH-].[Na+] (sodium hydroxide). Run in Cl (hydrochloric acid). Product: COC=1C(=NC=CC1)CCCCNC=1NC=C(C(N1)=O)C(O)C=1C=NC(=CC1)C (2-[[4-(3-Methoxy-2-pyridyl)butyl]amino]-5-[(6-methyl-3-pyridyl)hydroxymethyl]-4-(1H)-pyrimidinone). Yield: 31.9%. RXN SMILES: [CH3:1][O:2][C:3]1[C:4]([CH2:9][CH2:10][CH2:11][CH2:12][NH:13][C:14]2[NH:15][CH:16]=[CH:17][C:18](=[O:20])[N:19]=2)=[N:5][CH:6]=[CH:7][CH:8]=1.[CH3:21][C:22]1[CH:27]=[CH:26][C:25]([CH:28]=[O:29])=[CH:24][N:23]=1.[OH-].[Na+]>Cl>[CH3:1][O:2][C:3]1[C:4]([CH2:9][CH2:10][CH2:11][CH2:12][NH:13][C:14]2[NH:15][CH:16]=[C:17]([CH:28]([C:25]3[CH:24]=[N:23][C:22]([CH3:21])=[CH:27][CH:26]=3)[OH:29])[C:18](=[O:20])[N:19]=2)=[N:5][CH:6]=[CH:7][CH:8]=1 |f:2.3|. Procedure details: 2-[[4-(3-Methoxy-2-pyridyl)butyl]amino]-4-(1H)-pyrimidinone (1.42 g, 0.005 mol) was dissolved in concentrated hydrochloric acid (10 ml) and 2-methyl-5-formylpyridine (1.35 g, 0.012 mol) was added. The solution was stirred at reflux temperature for 24 hours, cooled, basified with 10N sodium hydroxide to pH 8.5 and the product left to separate as an oil. The aqueous mother liquor was decanted and the oil subjected to medium pressure liquid chromatography (Kieselgel 60, 230-400 mesh) with methanoli... Solvent: C(C)O (ethanol), C(C)O (ethanol), C(C)O (ethanol). Reaction conditions: time 30 minute. Reactants: N(=O)OCCCC (butyl nitrite), CC1=CN=NC2=CC=CC=C12 (4-methylcinnoline), Cl (hydrogen chloride). RXN SMILES: [CH3:1][C:2]1[C:11]2[C:6](=[CH:7][CH:8]=[CH:9][CH:10]=2)[N:5]=[N:4][CH:3]=1.Cl.[N:13](OCCCC)=[O:14]>C(O)C>[N:13](=[CH:1][C:2]1[C:11]2[C:6](=[CH:7][CH:8]=[CH:9][CH:10]=2)[N:5]=[N:4][CH:3]=1)[OH:14]. Procedure details: A solution of 1.44 g of 27A in 3 ml of absolute ethanol was added drop-by-drop over 3 minutes to 3.4 ml of stirred absolute ethanol containing 0.9 g of anhydrous hydrogen chloride, at 0° C. The resulting mixture was stirred for 30 minutes, then a solution of 1.03 g of butyl nitrite in 2 ml of absolute ethanol was added drop-by-drop over 3 minutes at 0° C. The mixture was stirred for 30 minutes at 0° C., for 4 hours at room temperature, then stored in a refrigerator overnight. A precipitated soli... Yields the product N(O)=CC1=CN=NC2=CC=CC=C12 (4-(hydroximinomethyl)cinnoline). Reactants: CCOC(=O)C(CC)c1ccc(NC(CCC(N)=O)C(=O)O)cc1, CO, [Na+], [OH-], O. Product: CCC(C(=O)O)c1ccc(NC(CCC(N)=O)C(=O)O)cc1. Reaction SMILES: [CH2:1]([CH3:2])[O:3][C:4](=[O:5])[CH:6]([CH2:7][CH3:8])[c:9]1[cH:10][cH:11][c:12]([NH:15][CH:16]([CH2:17][CH2:18][C:19]([NH2:20])=[O:21])[C:22](=[O:23])[OH:24])[cH:13][cH:14]1.[CH3:27][OH:28].[Na+:26].[OH-:25].[OH2:29]>>[O:3]=[C:4]([OH:5])[CH:6]([CH2:7][CH3:8])[c:9]1[cH:10][cH:11][c:12]([NH:15][CH:16]([CH2:17][CH2:18][C:19]([NH2:20])=[O:21])[C:22](=[O:23])[OH:24])[cH:13][cH:14]1. Procedure: NaH (7.84 g, 196 mmol of a 60% dispersion in oil) was added portion-wise to a solution of 6.18 g (34.5 mmol) of 1-(1-methyl-1H-1,2,4-triazol-5-yl)ethanone (Ohta, S.; Kawasaki, I.; Fukuno, A.; Yamashita, M.; Tada, T.; Kawabata, T. Chem. Pharm. Bull. (1993), 41(7), 1226-31) in 100 ml dimethylcarbonate. The mixture was heated to 90° C. for 2 hour forming a thick slurry. After cooling to room temperature, the mixture was slowly transferred to 1N HCl over ice. The pH of the mixture was brought to abo... Reaction SMILES: [H-].[Na+].[CH3:3][N:4]1[C:8]([C:9](=[O:11])[CH3:10])=[N:7][CH:6]=[N:5]1.Cl.C([O-])(O)=O.[Na+].[Na+].[Cl-].[CH3:20][O:21][C:22](=O)[O:23]C>>[CH3:3][N:4]1[C:8]([C:9](=[O:11])[CH2:10][C:22]([O:21][CH3:20])=[O:23])=[N:7][CH:6]=[N:5]1 |f:0.1,4.5,6.7|. Product: CN1N=CN=C1C(CC(=O)OC)=O (Methyl 3-(1-methyl-1H-1,2,4-triazol-5-yl)-3-oxopropanoate). Reaction conditions: temperature 90 celsius. The reactants are C(=O)(O)[O-].[Na+] (NaHCO3), [H-].[Na+] (NaH), CN1N=CN=C1C(C)=O (1-(1-methyl-1H-1,2,4-triazol-5-yl)ethanone), [Na+].[Cl-] (NaCl), Cl (HCl), COC(OC)=O (dimethylcarbonate).